This data is from the Open Reaction Database (ORD), a public repository of structured organic reaction records. The task is: describe an organic reaction: reactants, conditions, products, and yield The reactants are CON(C(=O)C1=CN(C2=CC=CC=C2C1=O)CC1=NC(=CC=C1)Br)C (1-(6-bromo-pyridin-2-ylmethyl)-4-oxo-1,4-dihydro-quinoline-3-carboxylic acid methoxy-methyl-amide), white powder, C(C)OC1=C(C=C(C=C1)I)C (1-ethoxy-4-iodo-2-methyl-benzene), C(C)(C)[Mg]Cl (isopropylmagnesium chloride). Solvent: C1CCOC1 (THF), C1CCOC1 (THF). The product is BrC1=CC=CC(=N1)CN1C=C(C(C2=CC=CC=C12)=O)C(C1=CC(=C(C=C1)OCC)C)=O (1-(6-Bromo-pyridin-2-ylmethyl)-3-(4-ethoxy-3-methyl-benzoyl)-1H-quinolin-4-one). RXN SMILES: CON(C)[C:4]([C:6]1[C:15](=[O:16])[C:14]2[C:9](=[CH:10][CH:11]=[CH:12][CH:13]=2)[N:8]([CH2:17][C:18]2[CH:23]=[CH:22][CH:21]=[C:20]([Br:24])[N:19]=2)[CH:7]=1)=[O:5].[CH2:26]([O:28][C:29]1[CH:34]=[CH:33][C:32](I)=[CH:31][C:30]=1[CH3:36])[CH3:27].C([Mg]Cl)(C)C>C1COCC1>[Br:24][C:20]1[N:19]=[C:18]([CH2:17][N:8]2[C:9]3[C:14](=[CH:13][CH:12]=[CH:11][CH:10]=3)[C:15](=[O:16])[C:6]([C:4](=[O:5])[C:32]3[CH:33]=[CH:34][C:29]([O:28][CH2:26][CH3:27])=[C:30]([CH3:36])[CH:31]=3)=[CH:7]2)[CH:23]=[CH:22][CH:21]=1. Procedure details: Experimental conditions analogous to those described for Step 6 of Example 60 from 120 mg (0.30 mmol) of 1-(6-bromo-pyridin-2-ylmethyl)-4-oxo-1,4-dihydro-quinoline-3-carboxylic acid methoxy-methyl-amide in 1 mL THF and 172 mg (0.66 mmol) of 1-ethoxy-4-iodo-2-methyl-benzene in 1 mL THF with 0.34 mL 2M isopropylmagnesium chloride. Yield: 53 mg of a white powder. LC-MSD, m/z for C25H21BrN2O3 [M+H]+=477.0, 479.0; HPLC retention time: 2.6 min. The reactants are BrC1=CC=CC(=N1)C(=O)O (6-Bromo-pyridine-2-carboxylic acid), ClC1=CC=C(C=C1)B(O)O (4-chloro-phenylboronic acid). Yields the product ClC1=CC=C(C=C1)C1=CC=CC(=N1)C(=O)O (6-(4-Chloro-phenyl)-pyridine-2-carboxylic acid). Reaction SMILES: Br[C:2]1[N:7]=[C:6]([C:8]([OH:10])=[O:9])[CH:5]=[CH:4][CH:3]=1.[Cl:11][C:12]1[CH:17]=[CH:16][C:15](B(O)O)=[CH:14][CH:13]=1>>[Cl:11][C:12]1[CH:17]=[CH:16][C:15]([C:2]2[N:7]=[C:6]([C:8]([OH:10])=[O:9])[CH:5]=[CH:4][CH:3]=2)=[CH:14][CH:13]=1. Procedure details: 6-Bromo-pyridine-2-carboxylic acid (1 g, 4.95 mmol) was coupled to 4-chloro-phenylboronic acid (775 mg, 4.96 mmol) acid using Method F to give the title compound. Reactants: C(N)(=O)C1=CC=C(COC2=CC=C(C=C2)CC(C)NCCC(C2=CC=CC=C2)C2=CC=CC=C2)C=C1 (1-[4-(4-carbamoylbenzyloxy)-phenyl]-2-(3,3-diphenylpropylamino)-propane), B(F)(F)F.CCOCC (boron trifluoride etherate), CO (methanol), O (water). Product: C(\C=C/C(=O)O)(=O)O.C(=O)(OC)C1=CC=C(COC2=CC=C(C=C2)CC(C)NCCC(C2=CC=CC=C2)C2=CC=CC=C2)C=C1 (1-[4-(4-carbomethoxybenzyloxy)-phenyl]-2-(3,3-diphenylpropylamino)-propane maleate). RXN SMILES: [C:1]([C:4]1[CH:36]=[CH:35][C:7]([CH2:8][O:9][C:10]2[CH:15]=[CH:14][C:13]([CH2:16][CH:17]([NH:19][CH2:20][CH2:21][CH:22]([C:29]3[CH:34]=[CH:33][CH:32]=[CH:31][CH:30]=3)[C:23]3[CH:28]=[CH:27][CH:26]=[CH:25][CH:24]=3)[CH3:18])=[CH:12][CH:11]=2)=[CH:6][CH:5]=1)(=[O:3])N.B(F)(F)F.C[CH2:42][O:43]CC.[CH3:46][OH:47].[OH2:48]>>[C:8]([OH:43])(=[O:9])/[CH:7]=[CH:35]\[C:46]([OH:48])=[O:47].[C:1]([C:4]1[CH:36]=[CH:35][C:7]([CH2:8][O:9][C:10]2[CH:15]=[CH:14][C:13]([CH2:16][CH:17]([NH:19][CH2:20][CH2:21][CH:22]([C:29]3[CH:34]=[CH:33][CH:32]=[CH:31][CH:30]=3)[C:23]3[CH:28]=[CH:27][CH:26]=[CH:25][CH:24]=3)[CH3:18])=[CH:12][CH:11]=2)=[CH:6][CH:5]=1)([O:43][CH3:42])=[O:3] |f:1.2,5.6|. Procedure: The mixture of 2.4 g of 1-[4-(4-carbamoylbenzyloxy)-phenyl]-2-(3,3-diphenylpropylamino)-propane, 3.6 g of boron trifluoride etherate and 20 ml of methanol is heated in a sealed tube at 115° for 6 hours. After cooling it is diluted with water, extracted with ethyl acetate, the extract dried, concentrated and the concentrate neutralized with maleic acid in ethyl acetate, to yield the 1-[4-(4-carbomethoxybenzyloxy)-phenyl]-2-(3,3-diphenylpropylamino)-propane maleate melting at 172°-175°. Starting materials: BrC1=C(C=C(C(=O)OC)C=C1)COC (Methyl 4-bromo-3-(methoxymethyl)benzoate), O (water), C1(=C(C=CC=C1)B(O)O)C (o-tolylboronic acid), C(=O)([O-])[O-].[K+].[K+] (K2CO3). The reagents and catalysts are C=1C=CC(=CC1)[P](C=2C=CC=CC2)(C=3C=CC=CC3)[Pd]([P](C=4C=CC=CC4)(C=5C=CC=CC5)C=6C=CC=CC6)([P](C=7C=CC=CC7)(C=8C=CC=CC8)C=9C=CC=CC9)[P](C=1C=CC=CC1)(C=1C=CC=CC1)C=1C=CC=CC1 (tetrakis(triphenylphosphine)palladium). The solvent is C1(=CC=CC=C1)C (Toluene), CCOC(=O)C (EtOAc). Product: COCC1=C(C=CC(=C1)C(=O)OC)C1=C(C=CC=C1)C (Methyl 2-(methoxymethyl)-2′-methylbiphenyl-4-carboxylate). As a reaction SMILES: Br[C:2]1[CH:11]=[CH:10][C:5]([C:6]([O:8][CH3:9])=[O:7])=[CH:4][C:3]=1[CH2:12][O:13][CH3:14].[C:15]1([CH3:24])[CH:20]=[CH:19][CH:18]=[CH:17][C:16]=1B(O)O.C([O-])([O-])=O.[K+].[K+].O>C1(C)C=CC=CC=1.CCOC(C)=O.C1C=CC([P]([Pd]([P](C2C=CC=CC=2)(C2C=CC=CC=2)C2C=CC=CC=2)([P](C2C=CC=CC=2)(C2C=CC=CC=2)C2C=CC=CC=2)[P](C2C=CC=CC=2)(C2C=CC=CC=2)C2C=CC=CC=2)(C2C=CC=CC=2)C2C=CC=CC=2)=CC=1>[CH3:14][O:13][CH2:12][C:3]1[CH:4]=[C:5]([C:6]([O:8][CH3:9])=[O:7])[CH:10]=[CH:11][C:2]=1[C:16]1[CH:17]=[CH:18][CH:19]=[CH:20][C:15]=1[CH3:24] |f:2.3.4,^1:48,50,69,88|. Procedure: Methyl 4-bromo-3-(methoxymethyl)benzoate (40 g; 154.38 mmol; 1 eq.), o-tolylboronic acid (23.09 g; 169.82 mmol; 1.10 eq.), K2CO3 (106.68 g; 771.90 mmol; 5 eq.), tetrakis(triphenylphosphine)palladium (0) (1.78 g; 1.54 mmol; 0.01 eq.) were taken up in Toluene (200 mL) and water (200 mL) under N2 atmosphere. The reaction mixture was purged with vacuum, then degassed with N2 and then refluxed for 1 hour. The reaction mixture was cooled to RT, filtered over a pad of celite and washed with EtOAc (1000... Starting materials: [N+](=O)([O-])C=1C=C(C=CC1OC)C=1OC2=C(N1)C=C(C=C2)Br (2-(3-nitro-4-methoxyphenyl)-5-bromobenzoxazole), ClC=1C=C(C=CC1F)B(O)O (3-chloro-4-fluorophenylboronic acid). Yields the product [N+](=O)([O-])C=1C=C(C=CC1OC)C=1OC2=C(N1)C=C(C=C2)C2=CC(=C(C=C2)F)Cl (2-(3-Nitro-4-methoxyphenyl)-5-(3-chloro-4-fluorophenyl)benzoxazole). Reaction SMILES: [N+:1]([C:4]1[CH:5]=[C:6]([C:12]2[O:13][C:14]3[CH:20]=[CH:19][C:18](Br)=[CH:17][C:15]=3[N:16]=2)[CH:7]=[CH:8][C:9]=1[O:10][CH3:11])([O-:3])=[O:2].[Cl:22][C:23]1[CH:24]=[C:25](B(O)O)[CH:26]=[CH:27][C:28]=1[F:29]>>[N+:1]([C:4]1[CH:5]=[C:6]([C:12]2[O:13][C:14]3[CH:20]=[CH:19][C:18]([C:25]4[CH:26]=[CH:27][C:28]([F:29])=[C:23]([Cl:22])[CH:24]=4)=[CH:17][C:15]=3[N:16]=2)[CH:7]=[CH:8][C:9]=1[O:10][CH3:11])([O-:3])=[O:2]. Reported procedure: Prepared by the method of Example 15d), from 2-(3-nitro-4-methoxyphenyl)-5-bromobenzoxazole (200 mg, 0.57 mmol) and 3-chloro-4-fluorophenylboronic acid (150 mg, 0.85 mmol) the subtitle compound was obtained (163 mg, 72%). 1H NMR (CDCl3) δ 8.74(d, 1H), 8.45(dd, 1H), 7.87(d, 1H), 7.64(m, 2H), 7.52(dd, 1H), 7.49–7.44(m, 1H), 7.28–7.21(m, 2H), 4.08(s, 3H). Reactants: ClC1=NC=CC(=N1)C1=C(N=C(O1)C(C)(C)C)C=1C(=C(C=CC1)NS(=O)(=O)C1=COC=C1)F (N-{3-[5-(2-chloro-4-pyrimidinyl)-2-(1,1-dimethylethyl)-1,3-oxazol-4-yl]-2-fluorophenyl}-3-furansulfonamide), [OH-].[NH4+] (ammonium hydroxide). As a reaction SMILES: Cl[C:2]1[N:7]=[C:6]([C:8]2[O:12][C:11]([C:13]([CH3:16])([CH3:15])[CH3:14])=[N:10][C:9]=2[C:17]2[C:18]([F:32])=[C:19]([NH:23][S:24]([C:27]3[CH:31]=[CH:30][O:29][CH:28]=3)(=[O:26])=[O:25])[CH:20]=[CH:21][CH:22]=2)[CH:5]=[CH:4][N:3]=1.[OH-].[NH4+:34]>>[NH2:34][C:2]1[N:7]=[C:6]([C:8]2[O:12][C:11]([C:13]([CH3:16])([CH3:15])[CH3:14])=[N:10][C:9]=2[C:17]2[C:18]([F:32])=[C:19]([NH:23][S:24]([C:27]3[CH:31]=[CH:30][O:29][CH:28]=3)(=[O:26])=[O:25])[CH:20]=[CH:21][CH:22]=2)[CH:5]=[CH:4][N:3]=1 |f:1.2|. The product is NC1=NC=CC(=N1)C1=C(N=C(O1)C(C)(C)C)C=1C(=C(C=CC1)NS(=O)(=O)C1=COC=C1)F (N-{3-[5-(2-amino-4-pyrimidinyl)-2-(1,1-dimethylethyl)-1,3-oxazol-4-yl]-2-fluorophenyl}-3-furansulfonamide), solid. The yield is 91.0%. Procedure details: Following a procedure analogous to the procedure described in Example 52, Step B using N-{3-[5-(2-chloro-4-pyrimidinyl)-2-(1,1-dimethylethyl)-1,3-oxazol-4-yl]-2-fluorophenyl}-3-furansulfonamide (85 mg, 0.178 mmol) and ammonium hydroxide (5 mL), the title compound was obtained as an off-white solid (74 mg, 91%). 1H-NMR (DMSO-d6): δ ppm 10.25 (br s, 1H), 8.27 (s, 1H), 8.25 (d, J=5.2 Hz, 1H), 7.83 (t, J=2.0 Hz, 1H), 7.44-7.36 (m, 2H), 7.25 (t, J=8.4 Hz, 1H), 6.69 (s, 1H), 6.63 (br s, 2H), 6.50 (d, ...